From a dataset of the Open Reaction Database (ORD), a public repository of structured organic reaction records. describe an organic reaction: reactants, conditions, products, and yield Reactants: [Cl-], [N-]=[N+]=NCC1CN(c2ccc(C(=O)Cl)c(F)c2)C(=O)O1, [NH4+], CN(C)C=O. Yields the product [N-]=[N+]=NCC1CN(c2ccc(C(N)=O)c(F)c2)C(=O)O1. Reaction SMILES: [Cl-:21].[N:1](=[N+:2]=[N-:3])[CH2:4][CH:5]1[CH2:6][N:7]([c:11]2[cH:12][c:13]([F:20])[c:14]([C:17](=[O:18])[Cl:19])[cH:15][cH:16]2)[C:8](=[O:10])[O:9]1.[NH4+:22].[O:23]=[CH:24][N:25]([CH3:26])[CH3:27]>>[N:1](=[N+:2]=[N-:3])[CH2:4][CH:5]1[CH2:6][N:7]([c:11]2[cH:12][c:13]([F:20])[c:14]([C:17](=[O:18])[NH2:22])[cH:15][cH:16]2)[C:8](=[O:10])[O:9]1.